Task: describe an organic reaction: reactants, conditions, products, and yield. Dataset: the Open Reaction Database (ORD), a public repository of structured organic reaction records Reactants: BrC1=NC(=CC(=C1)S(=O)(=O)C1=CC=C(C=C1)N)Br (4-(2,6-dibromopyridine-4-sulphonyl)-phenylamine), CN(CCCN)C (3-dimethylamino-1propylamine). The solvent is O1CCOCC1 (dioxane). Conditions: temperature 60 celsius, time 24 hour. Product: NC1=CC=C(C=C1)S(=O)(=O)C1=CC(=NC(=C1)Br)NCCCN(C)C (N-[4-(4-aminobenzenesulphonyl)-6-bromopyridin-2-yl]-N',N'-dimethylpropane-1,3-diamine). Isolated yield 43.0%. Reaction SMILES: Br[C:2]1[CH:7]=[C:6]([S:8]([C:11]2[CH:16]=[CH:15][C:14]([NH2:17])=[CH:13][CH:12]=2)(=[O:10])=[O:9])[CH:5]=[C:4]([Br:18])[N:3]=1.[CH3:19][N:20]([CH3:25])[CH2:21][CH2:22][CH2:23][NH2:24]>O1CCOCC1>[NH2:17][C:14]1[CH:15]=[CH:16][C:11]([S:8]([C:6]2[CH:5]=[C:4]([Br:18])[N:3]=[C:2]([NH:24][CH2:23][CH2:22][CH2:21][N:20]([CH3:25])[CH3:19])[CH:7]=2)(=[O:10])=[O:9])=[CH:12][CH:13]=1. Procedure: 0.16 g (0.00041 mol) of 4-(2,6-dibromopyridine-4-sulphonyl)-phenylamine was dissolved in 6 ml of dioxane and treated with 0.52 ml of 3-dimethylamino-1propylamine. The mixture was stirred at 60° C. for 24 hrs., the solvent was removed and the residue was chromatographed on silica gel firstly with 5% methanol in dichloromethane and then with 10% methanol in dichloromethane. The product-containing fractions were freed from solvent, the residue was dissolved in 1N HCl, filtered and the filtrate was ... Reactants: N1C=C(C=C1)C(=O)OC (methyl pyrrole-3-carboxylate), stannic chloride, C(Cl)Cl (methylene chloride), O (water), C(Cl)Cl (methylene chloride), C=1(C(=CC=CC1)C(=O)Cl)C (o-Toluoyl chloride), ethyl acetate-1 hexane-5. The solvent is CCOCC (ether). Conditions: time 2.5 hour. The product is CC1=C(C(=O)C2=CC(=CN2)C(=O)OC)C=CC=C1 (methyl 5-(2-methylbenzoyl)pyrrole-3-carboxylate). RXN SMILES: [NH:1]1[CH:5]=[CH:4][C:3]([C:6]([O:8][CH3:9])=[O:7])=[CH:2]1.C(Cl)Cl.[C:13]1([CH3:22])[C:14]([C:19](Cl)=[O:20])=[CH:15][CH:16]=[CH:17][CH:18]=1.O>CCOCC>[CH3:22][C:13]1[CH:18]=[CH:17][CH:16]=[CH:15][C:14]=1[C:19]([C:5]1[NH:1][CH:2]=[C:3]([C:6]([O:8][CH3:9])=[O:7])[CH:4]=1)=[O:20]. Procedure details: Under nitrogen at room temperature, methyl pyrrole-3-carboxylate (2.5 g., 20 mmoles) was combined with 75 ml. of methylene chloride. o-Toluoyl chloride (3.09 g., 20 mmoles) in 25 ml. of methylene chloride was added, followed by stannic chloride (4.6 ml., 40 mmoles) added at a fast dropwise rate via a needle and syringe. Progress of the reaction was followed by thin layer chromatography (silica gel with ethyl acetate-1/hexane-5/5% acetic acid as eluant). After stirring at room temperature for 2.5... The reactants are Br (hydrobromic acid), N1=C(N)N=C(N)N=C1N (melamine). Run at time 16.5 hour. Yields the product Br.Br.N1=C(N)N=C(N)N=C1N (melamine dihydrobromide). Isolated yield 99.6%. RXN SMILES: [BrH:1].[N:2]1[C:9]([NH2:10])=[N:8][C:6]([NH2:7])=[N:5][C:3]=1[NH2:4]>>[BrH:1].[BrH:1].[N:2]1[C:9]([NH2:10])=[N:8][C:6]([NH2:7])=[N:5][C:3]=1[NH2:4] |f:2.3.4|. Procedure details: A charge of 1,700 grams of 48 percent hydrobromic acid solution was placed into a five-liter, three-neck flask fitted with a mechanical stirrer, a thermometer, and a reflux condenser. Into said flask was then added 252 grams of melamine and the reaction mixture was heated to reflux. The reflux condition was maintained for one hour. The reaction flask was then exposed to ambient temperatures for about 16 to 17 hours. The reaction product was filtered. Said filtered product was dried at 110° C. fo... Starting materials: [Li] (lithium), BrC=1C=NC=CC1 (3-Bromopyridine), solution, [Li]CCCC (n-BuLi), FC1=C(C#N)C=CC(=C1)C=O (2-Fluoro-4-formylbenzonitrile). Run in CCOCC (Et2O), C1CCOC1 (THF). Reaction conditions: temperature -78 celsius, time 15 minute. The product is FC1=C(C#N)C=CC(=C1)C(C=1C=NC=CC1)O (2-Fluoro-4-(1-hydroxy-1-pyrdin-3-yl-methyl)-benzonitrile). RXN SMILES: Br[C:2]1[CH:3]=[N:4][CH:5]=[CH:6][CH:7]=1.[Li]CCCC.[Li].[F:14][C:15]1[CH:22]=[C:21]([CH:23]=[O:24])[CH:20]=[CH:19][C:16]=1[C:17]#[N:18]>CCOCC.C1COCC1>[F:14][C:15]1[CH:22]=[C:21]([CH:23]([OH:24])[C:2]2[CH:3]=[N:4][CH:5]=[CH:6][CH:7]=2)[CH:20]=[CH:19][C:16]=1[C:17]#[N:18] |^1:12|. Reported procedure: 3-Bromopyridine (1.40 g, 8.86 mmol) was dissolved in anhydrous Et2O (15 mL). The solution was cooled to −78° C., treated with a 1.6 M solution of n-BuLi (5.53 mL, 8.86 mmol), and stirred for 15 min. The lithium solution was cannulated into a −78° C. solution of 2-fluoro-4-formyl-benzonitrile (Example 1, Step D) in THF (15 mL) and stirred for 15 min. The reaction was quenched with H2O, partitioned between CH2Cl2 and saturated NaHCO3 solution and separated. The aqueous layer was washed with CH2Cl2... Starting materials: CO (methanol), [OH-].[Na+] (sodium hydroxide), BrC=1C=C(C=CC1)C1OCCCN(C1=O)[C@H](C)C1=CC=CC=C1 (2-(3-bromo-phenyl)-4-((R)-1-phenyl-ethyl) -[1,4]oxazepan-3-one). Solvent: O1CCCC1 (tetrahydrofuran), O1CCCC1 (tetrahydrofuran). Conditions: temperature 0 celsius. Product: BrC=1C=C(C=CC1)C1OCCCN(C1)[C@H](C)C1=CC=CC=C1 (2-(3-bromophenyl)-4-((R)-1-phenyl-ethyl)-[1,4]oxazepane). The yield is 98.6%. As a reaction SMILES: [Br:1][C:2]1[CH:3]=[C:4]([CH:8]2[C:14](=O)[N:13]([C@@H:16]([C:18]3[CH:23]=[CH:22][CH:21]=[CH:20][CH:19]=3)[CH3:17])[CH2:12][CH2:11][CH2:10][O:9]2)[CH:5]=[CH:6][CH:7]=1.CO.[OH-].[Na+]>O1CCCC1>[Br:1][C:2]1[CH:3]=[C:4]([CH:8]2[CH2:14][N:13]([C@@H:16]([C:18]3[CH:23]=[CH:22][CH:21]=[CH:20][CH:19]=3)[CH3:17])[CH2:12][CH2:11][CH2:10][O:9]2)[CH:5]=[CH:6][CH:7]=1 |f:2.3|. Reported procedure: To a solution of 2-(3-bromo-phenyl)-4-((R)-1-phenyl-ethyl) -[1,4]oxazepan-3-one (diastereomer 1) (9.39 g, 25.1 mmol) in tetrahydrofuran (75 ml) was added 1.0M-borane-tetrahydrofuran complex in tetrahydrofuran (75.0 ml, 75.0 mmol) at 0° C. The mixture was refluxed for 4 hours. The mixture was cooled to 0° C. and methanol (100 ml) and 6.0 N aqueous sodium hydroxide (100 ml) was added carefully. The mixture was refluxed for 2 hours and cooled to room temperature. The solvent was removed under reduc... Reactants: C(C)(=O)O[C@]1(C(C)=O)CC[C@H]2[C@@H]3[C@@H]([C@H](C4=CC(OC[C@]4(C)[C@H]3CC[C@]12C)=O)Cl)OS(=O)(=O)C (17α-acetoxy-6β-chloro-7α-mesyloxy-2-oxa-4-pregnene-3,20-dione), C(C)(=O)[O-].[K+] (potassium acetate), CS(=O)C (dimethyl sulfoxide). The solvent is O (water). Conditions: time 12 hour. Yields the product C(C)(=O)O[C@]1(C(C)=O)CC[C@H]2[C@@H]3C=C(C4=CC(OC[C@]4(C)[C@H]3CC[C@]12C)=O)Cl (17α-acetoxy-6-chloro-2-oxapregna-4,6-diene-3,20-dione). Yield: 72.1%. RXN SMILES: [C:1]([O:4][C@:5]1([C@:25]2([CH3:26])[C@H:11]([C@H:12]3[C@H:22]([CH2:23][CH2:24]2)[C@:20]2([CH3:21])[C:15](=[CH:16][C:17](=[O:27])[O:18][CH2:19]2)[C@H:14]([Cl:28])[C@H:13]3OS(C)(=O)=O)[CH2:10][CH2:9]1)[C:6](=[O:8])[CH3:7])(=[O:3])[CH3:2].C([O-])(=O)C.[K+].CS(C)=O>O>[C:1]([O:4][C@:5]1([C@:25]2([CH3:26])[C@H:11]([C@H:12]3[C@H:22]([CH2:23][CH2:24]2)[C@:20]2([CH3:21])[C:15](=[CH:16][C:17](=[O:27])[O:18][CH2:19]2)[C:14]([Cl:28])=[CH:13]3)[CH2:10][CH2:9]1)[C:6](=[O:8])[CH3:7])(=[O:3])[CH3:2] |f:1.2|. Reported procedure: A mixture of 2.35 g of 17α-acetoxy-6β-chloro-7α-mesyloxy-2-oxa-4-pregnene-3,20-dione, 0.83 g of potassium acetate and 0.88 ml of dimethyl sulfoxide was stirred at room temperature for 12 hours. Ice-cooled water was poured into the reaction mixture, and the precipitated crystals were collected by filtration to give 1.37 g of 17α-acetoxy-6-chloro-2-oxapregna-4,6-diene-3,20-dione. The 1H NMR spectrum of this compound was the same as that of the compound produced in Example 1. Reagents/catalysts: [Pd] (palladium-on-carbon). The product is COC(C(C1=CC=C(C=C1)F)N)=O (racemic α-amino-4-fluorobenzeneacetic acid methyl ester). Starting materials: Cl.COC(C(C1=CC=C(C=C1)F)NCC1=CC=CC=C1)=O (4-Fluoro-α-[(phenylmethyl)amino]benzeneacetic acid methyl ester hydrochloride), C(=O)[O-].[NH4+] (Ammonium formate). The yield is 80.2%. Solvent: C(C)(C)O (isopropanol). Reaction SMILES: Cl.[CH3:2][O:3][C:4](=[O:21])[CH:5]([NH:13]CC1C=CC=CC=1)[C:6]1[CH:11]=[CH:10][C:9]([F:12])=[CH:8][CH:7]=1.C([O-])=O.[NH4+]>C(O)(C)C.[Pd]>[CH3:2][O:3][C:4](=[O:21])[CH:5]([NH2:13])[C:6]1[CH:11]=[CH:10][C:9]([F:12])=[CH:8][CH:7]=1 |f:0.1,2.3|. Procedure: 4-Fluoro-α-[(phenylmethyl)amino]benzeneacetic acid methyl ester hydrochloride (12.2 kg, 39.4 moles) was added to a slurry of 10% palladium-on-carbon (1.2 kg) in isopropanol (50 L). Ammonium formate (5.0 kg, 79.4 moles) was added and the batch was heated to 50° C. Progress of the reaction was monitored by HPLC. The batch was filtered through Hyflo Supercel and the filter cake was washed with isopropanol (25 L). The filtrate was evaporated to low volume and flushed with isopropyl acetate (50 L). T... Reaction conditions: temperature 50 celsius.